Dataset: the Open Reaction Database (ORD), a public repository of structured organic reaction records. Task: describe an organic reaction: reactants, conditions, products, and yield Reactants: OC1C2=CC=CC=C2OC=2C=CC=CC12 (9-hydroxyxanthene), C(CS)(=O)O (thioglycolic acid), C(C)(=O)OCC (ethyl acetate). Reagents/catalysts: O.C1(=CC=C(C=C1)S(=O)(=O)O)C (ρ-toluenesulfonic acid monohydrate). Solvent: C1(=CC=CC=C1)C (toluene). Yields the product C1=CC=CC=2OC3=CC=CC=C3C(C12)CC(=S)O (xanthen-9-yl-thioacetic acid). The yield is 72.0%. RXN SMILES: O[CH:2]1[C:15]2[CH:14]=[CH:13][CH:12]=[CH:11][C:10]=2[O:9][C:8]2[C:3]1=[CH:4][CH:5]=[CH:6][CH:7]=2.C(O)(=O)C[SH:18].[C:21]([O:24]CC)(=O)[CH3:22]>C1(C)C=CC=CC=1.O.C1(C)C=CC(S(O)(=O)=O)=CC=1>[CH:14]1[C:15]2[CH:2]([CH2:22][C:21]([OH:24])=[S:18])[C:3]3[C:8](=[CH:7][CH:6]=[CH:5][CH:4]=3)[O:9][C:10]=2[CH:11]=[CH:12][CH:13]=1 |f:4.5|. Procedure details: A solution of 9-hydroxyxanthene (Aldrich) (1.0 g, 5.0 mmol), thioglycolic acid (42 μL, 6.0 mmol), and ρ-toluenesulfonic acid monohydrate (10 mg) in 10 mL of toluene is stirred for 30 minutes. The reaction is diluted with ethyl acetate and washed 3 times with water and once with brine. The organic phase is dried over magnesium sulfate, filtered and concentrated in vacuo. The resulting solid is chromatographed twice on silica gel eluting with methanol:chloroform (5:95) to give 1.0 g (72%) of xanth... Reactants: COc1ccc(CN(C(=O)OC(C)(C)C)c2ccc(C=O)cn2)cn1, COc1ccc(C=O)cn1, CO, Clc1cnc2[nH]ccc2c1, [K+], [OH-], O. The product is COc1ccc(CN(C(=O)OC(C)(C)C)c2ccc(C(O)c3c[nH]c4ncc(Cl)cc34)cn2)cn1. As a reaction SMILES: [C:11]([CH3:12])([CH3:13])([CH3:14])[O:15][C:16]([N:17]([CH2:18][c:19]1[cH:20][n:21][c:22]([O:25][CH3:26])[cH:23][cH:24]1)[c:27]1[n:28][cH:29][c:30]([CH:33]=[O:34])[cH:31][cH:32]1)=[O:35].[CH3:36][O:37][c:38]1[n:39][cH:40][c:41]([CH:42]=[O:43])[cH:44][cH:45]1.[CH3:48][OH:49].[Cl:1][c:2]1[cH:3][c:4]2[c:5]([n:6][cH:7]1)[nH:8][cH:9][cH:10]2.[K+:47].[OH-:46].[OH2:50]>>[Cl:1][c:2]1[cH:3][c:4]2[c:5]([n:6][cH:7]1)[nH:8][cH:9][c:10]2[CH:33]([c:30]1[cH:29][n:28][c:27]([N:17]([C:16]([O:15][C:11]([CH3:12])([CH3:13])[CH3:14])=[O:35])[CH2:18][c:19]2[cH:20][n:21][c:22]([O:25][CH3:26])[cH:23][cH:24]2)[cH:32][cH:31]1)[OH:34].